This data is from the Open Reaction Database (ORD), a public repository of structured organic reaction records. The task is: describe an organic reaction: reactants, conditions, products, and yield Reactants: C(CCC)N1C(C(=C(C2=CC=CN=C12)C1=CC(=CC=C1)OC)NC(=O)NC1=C(C=C(C=C1C(C)C)O)C(C)C)=O (N-[1-butyl-4-(3-methoxyphenyl)-1,2-dihydro-2-oxo-1,8-naphthyridin-3-yl]-N′-(2,6-diisopropyl-4-hydroxyphenyl)urea), C([O-])([O-])=O.[K+].[K+] (potassium carbonate), [I-].[K+] (potassium iodide), Cl.ClCCCN1CCCCC1 (1-(3-chloropropyl)piperidine hydrochloride). Run in O (water), CN(C)C=O (DMF). Run at temperature 45 celsius, time 5 hour. The product is C(CCC)N1C(C(=C(C2=CC=CN=C12)C1=CC(=CC=C1)OC)NC(=O)NC1=C(C=C(C=C1C(C)C)OCCCN1CCCCC1)C(C)C)=O (N-[1-butyl-4-(3-methoxyphenyl)-1,2-dihydro-2-oxo-1,8-naphthyridin-3-yl]-N′-[2,6-diisopropyl-4-(3-piperdinopropoxy)-phenyl]urea). The yield is 53.2%. RXN SMILES: [CH2:1]([N:5]1[C:14]2[C:9](=[CH:10][CH:11]=[CH:12][N:13]=2)[C:8]([C:15]2[CH:20]=[CH:19][CH:18]=[C:17]([O:21][CH3:22])[CH:16]=2)=[C:7]([NH:23][C:24]([NH:26][C:27]2[C:32]([CH:33]([CH3:35])[CH3:34])=[CH:31][C:30]([OH:36])=[CH:29][C:28]=2[CH:37]([CH3:39])[CH3:38])=[O:25])[C:6]1=[O:40])[CH2:2][CH2:3][CH3:4].C(=O)([O-])[O-].[K+].[K+].[I-].[K+].Cl.Cl[CH2:51][CH2:52][CH2:53][N:54]1[CH2:59][CH2:58][CH2:57][CH2:56][CH2:55]1>CN(C=O)C.O>[CH2:1]([N:5]1[C:14]2[C:9](=[CH:10][CH:11]=[CH:12][N:13]=2)[C:8]([C:15]2[CH:20]=[CH:19][CH:18]=[C:17]([O:21][CH3:22])[CH:16]=2)=[C:7]([NH:23][C:24]([NH:26][C:27]2[C:32]([CH:33]([CH3:35])[CH3:34])=[CH:31][C:30]([O:36][CH2:51][CH2:52][CH2:53][N:54]3[CH2:59][CH2:58][CH2:57][CH2:56][CH2:55]3)=[CH:29][C:28]=2[CH:37]([CH3:39])[CH3:38])=[O:25])[C:6]1=[O:40])[CH2:2][CH2:3][CH3:4] |f:1.2.3,4.5,6.7|. Procedure: To a solution of N-[1-butyl-4-(3-methoxyphenyl)-1,2-dihydro-2-oxo-1,8-naphthyridin-3-yl]-N′-(2,6-diisopropyl-4-hydroxyphenyl)urea(254 mg, 0.47 mmol) in DMF (7 ml) are added successively potassium carbonate (193 mg, 1.40 mmol), potassium iodide (39 mg, 0.23 mmol), 1-(3-chloropropyl)piperidine hydrochloride (111 mg, 0.56 mmol) at room temperature, and the mixture is stirred at about 45° C. for 5 hours. To the mixture is added water, and the mixture is extracted with ethyl acetate. The extract is w... Starting materials: N1=CC=CC2=CC(=CC=C12)C(=O)OC (methyl quinoline-6-carboxylate), [H-].[H-].[H-].[H-].[Li+].[Al+3] (LiAlH4), O (water), [OH-].[Na+] (NaOH). Solvent: C1CCOC1 (THF). Run at time 20 minute. Yields the product N1=CC=CC2=CC(=CC=C12)CO (quinolin-6-ylmethanol). Yield: 63.8%. Reaction SMILES: [N:1]1[C:10]2[C:5](=[CH:6][C:7]([C:11](OC)=[O:12])=[CH:8][CH:9]=2)[CH:4]=[CH:3][CH:2]=1.[H-].[H-].[H-].[H-].[Li+].[Al+3].O.[OH-].[Na+]>C1COCC1>[N:1]1[C:10]2[C:5](=[CH:6][C:7]([CH2:11][OH:12])=[CH:8][CH:9]=2)[CH:4]=[CH:3][CH:2]=1 |f:1.2.3.4.5.6,8.9|. Procedure: To a solution of methyl quinoline-6-carboxylate (14 g, 74.8 mmol) in THF (80 mL), was added LiAlH4 (2.84 g, 74.8 mmol) in portions. Then water (2.84 mL) and NaOH (10%, 4.26 mL) was added dropwise to quench excess reducing agent. After stirring for additional 20 min, ether was added, and the resulting mixture was filtered through celite. The filtrate was concentrated to a residue, which was purified by silica gel with hexanes:EtOAc to afford quinolin-6-ylmethanol (7.6 g) in 64% yield. Procedure: Following the procedure as described in PREPARATION 2C, and making non-critical variations to replace 1-(2-cyclopropylethyl)-3-hydroxy-3-(6-hydroxy-1,3-benzodioxol-5-yl)-1,3-dihydro-2H-indol-2-one with 4-bromo-3-hydroxy-3-(6-hydroxy-2,3-dihydro-1-benzofuran-5-yl)-1,3-dihydro-2H-indol-2-one, the title compound was obtained (62%) as a white solid: MS (ES+) m/z 346.5 (M+1), 348.5 (M+1). The product is BrC1=C2C(C(NC2=CC=C1)=O)C=1C(=CC2=C(CCO2)C1)O (4-bromo-3-(6-hydroxy-2,3-dihydro-1-benzofuran-5-yl)-1,3-dihydro-2H-indol-2-one). Reactants: 2C, C1(CC1)CCN1C(C(C2=CC=CC=C12)(C1=CC2=C(OCO2)C=C1O)O)=O (1-(2-cyclopropylethyl)-3-hydroxy-3-(6-hydroxy-1,3-benzodioxol-5-yl)-1,3-dihydro-2H-indol-2-one), BrC1=C2C(C(NC2=CC=C1)=O)(C=1C(=CC2=C(CCO2)C1)O)O (4-bromo-3-hydroxy-3-(6-hydroxy-2,3-dihydro-1-benzofuran-5-yl)-1,3-dihydro-2H-indol-2-one). RXN SMILES: C1(CCN2C3C(=CC=CC=3)C(O)(C3C(O)=CC4OCOC=4C=3)C2=O)CC1.[Br:27][C:28]1[CH:36]=[CH:35][CH:34]=[C:33]2[C:29]=1[C:30](O)([C:38]1[C:39]([OH:47])=[CH:40][C:41]3[O:45][CH2:44][CH2:43][C:42]=3[CH:46]=1)[C:31](=[O:37])[NH:32]2>>[Br:27][C:28]1[CH:36]=[CH:35][CH:34]=[C:33]2[C:29]=1[CH:30]([C:38]1[C:39]([OH:47])=[CH:40][C:41]3[O:45][CH2:44][CH2:43][C:42]=3[CH:46]=1)[C:31](=[O:37])[NH:32]2. The reactants are OCC=1N=C(SC1)C(C)C (4-(hydroxymethyl)-2-isopropylthiazole), C(C)(C)N(CC)C(C)C (diisopropylethylamine), CS(=O)(=O)Cl (methanesulfonyl chloride). The solvent is ClCCl (dichloromethane). Run at time 1 hour. The product is C(C)(C)C=1SC=C(N1)COS(=O)(=O)C (2-Isopropyl-4-(methanesulfonyloxymethyl)thiazole). RXN SMILES: [OH:1][CH2:2][C:3]1[N:4]=[C:5]([CH:8]([CH3:10])[CH3:9])[S:6][CH:7]=1.C(N(C(C)C)CC)(C)C.[CH3:20][S:21](Cl)(=[O:23])=[O:22]>ClCCl>[CH:8]([C:5]1[S:6][CH:7]=[C:3]([CH2:2][O:1][S:21]([CH3:20])(=[O:23])=[O:22])[N:4]=1)([CH3:10])[CH3:9]. Procedure details: A solution of 1.2 mmol of 4-(hydroxymethyl)-2-isopropylthiazole and 1.3 mmol of diisopropylethylamine in 20 ml of dichloromethane was cooled to -20° C. and treated dropwise with 1.3 mmol of methanesulfonyl chloride. The resulting mixture was stirred for 1 h, quenched with aqueous citric acid, separated, dried over Na2SO4, and concentrated in vacuo to provide the desired compound. Reactants: ClCCCN1C(CSC2=C1C=CC=C2)=O (4-(3-chloropropyl)-4H-benzo[1,4]thiazin-3-one), [Na+].[I-] (NaI), C(=O)([O-])[O-].[K+].[K+] (K2CO3), C(CCC)C1CCNCC1 (4-butylpiperidine), crude product. Solvent: C(C)#N (acetonitrile), C(C)#N (acetonitrile), CO (MeOH). Reaction conditions: temperature 60 celsius, time 13 hour. Product: C(CCC)C1CCN(CC1)CCCN1C(CSC2=C1C=CC=C2)=O (4-[3-(4-Butyl-piperidin-1-yl)-propyl]-4H-benzo[1,4]thiazin-3-one). RXN SMILES: [Na+].[I-].C([O-])([O-])=O.[K+].[K+].[CH2:9]([CH:13]1[CH2:18][CH2:17][NH:16][CH2:15][CH2:14]1)[CH2:10][CH2:11][CH3:12].Cl[CH2:20][CH2:21][CH2:22][N:23]1[C:28]2[CH:29]=[CH:30][CH:31]=[CH:32][C:27]=2[S:26][CH2:25][C:24]1=[O:33]>C(#N)C.CO>[CH2:9]([CH:13]1[CH2:18][CH2:17][N:16]([CH2:20][CH2:21][CH2:22][N:23]2[C:28]3[CH:29]=[CH:30][CH:31]=[CH:32][C:27]=3[S:26][CH2:25][C:24]2=[O:33])[CH2:15][CH2:14]1)[CH2:10][CH2:11][CH3:12] |f:0.1,2.3.4|. Procedure details: NaI (1.24 g, 8.27 mmol), K2CO3 (1.14 g, 8.27 mmol), and 4-butylpiperidine (0.62 g, 4.34 mmol) in acetonitrile (10 mL) were stirred at rt. 4-(3-chloropropyl)-4H-benzo[1,4]thiazin-3-one (1.0 g, 4.14 mmol) in acetonitrile (15 mL) was added via a syringe. The reaction was stirred at 60° C. for 13 hours and then at 80° C. for another 25 hours under nitrogen atmosphere and concentrated in vacuo. Water (150 mL) was added and the reaction mixture was extracted with ethyl acetate (3×150 mL). The combined... Reactants: OC1CC=CC1, ClCCl, N#N, O, O=C1c2ccccc2C(=O)N1O, c1ccc(P(c2ccccc2)c2ccccc2)cc1. Product: O=C1c2ccccc2C(=O)N1OC1CC=CC1. As a reaction SMILES: [CH:1]1([OH:6])[CH2:2][CH:3]=[CH:4][CH2:5]1.[Cl:40][CH2:41][Cl:42].[N:38]#[N:39].[OH2:43].[OH:7][N:8]1[C:9](=[O:18])[c:10]2[cH:11][cH:12][cH:13][cH:14][c:15]2[C:16]1=[O:17].[c:19]1([P:20]([c:21]2[cH:22][cH:23][cH:24][cH:25][cH:26]2)[c:27]2[cH:28][cH:29][cH:30][cH:31][cH:32]2)[cH:33][cH:34][cH:35][cH:36][cH:37]1>>[CH:1]1([O:6][N:8]2[C:9](=[O:18])[c:10]3[cH:11][cH:12][cH:13][cH:14][c:15]3[C:16]2=[O:17])[CH2:2][CH:3]=[CH:4][CH2:5]1. Reactants: C1(CC1)N1CCC(CC1)=O (1-cyclopropyl-4-piperidon), C(C)(C)(C)OC(NN)=O (tert-butylcarbazate). Run in C1CCOC1 (THF). Reaction conditions: time 3 hour. The product is C(C)(C)(C)OC(=O)NN=C1CCN(CC1)C1CC1 (N′-(1-Cyclopropyl-piperidin-4-ylidene)-hydrazinecarboxylic acid tert-butyl ester). As a reaction SMILES: [CH:1]1([N:4]2[CH2:9][CH2:8][C:7](=O)[CH2:6][CH2:5]2)[CH2:3][CH2:2]1.[C:11]([O:15][C:16](=[O:19])[NH:17][NH2:18])([CH3:14])([CH3:13])[CH3:12]>C1COCC1>[C:11]([O:15][C:16]([NH:17][N:18]=[C:7]1[CH2:8][CH2:9][N:4]([CH:1]2[CH2:3][CH2:2]2)[CH2:5][CH2:6]1)=[O:19])([CH3:14])([CH3:13])[CH3:12]. Reported procedure: A mixture of 1-cyclopropyl-4-piperidon (10.0 g. 71.8 mmol) and tert-butylcarbazate (9.50 g, 71.8 mmol) in 25 mL THF is stirred for 3 h at RT and then concentrated in vacuo. Yield: 19.2 g. Yields the product C(C)N(C(=O)C1=C(SC=C1)[Si](C)(C)C)CC (2-Trimethylsilyl-3-thiophenecarboxylic acid, N,N-diethylamide). As a reaction SMILES: [CH2:1]([N:3]([CH2:11][CH3:12])[C:4]([C:6]1[CH:10]=[CH:9][S:8][CH:7]=1)=[O:5])[CH3:2].CC([Li])CC.C1CCCCC1.Cl[Si:25]([CH3:28])([CH3:27])[CH3:26]>C1COCC1.C(OCC)(=O)C.O>[CH2:11]([N:3]([CH2:1][CH3:2])[C:4]([C:6]1[CH:10]=[CH:9][S:8][C:7]=1[Si:25]([CH3:28])([CH3:27])[CH3:26])=[O:5])[CH3:12]. Procedure: To a solution of 3 g (16.4 mmol) of 3-thiophenecarboxylic acid, N,N-diethylamide, from step 2a above, in 20 mL of THF cooled to -78° C. and stirred under N2 was added 1.68 g (2.1 mL, 16.4 mmol) of N,N,N',N'-tetramethylenediamine (TMEDA), followed by 12.6 mL of a 1.3M solution of 2-butyl lithium in cyclohexane (16.4 mmol), and the reaction was stirred for 1 hour. Chlorotrimethylsilane (1.78 g, 2.1 mL, 16.4 mmol) was added, and the solution was stirred for 45 min, then poured into 100 mL of water.... The yield is 33.4%. Solvent: C1CCOC1 (THF), C(C)(=O)OCC (ethyl acetate), O (water). Starting materials: C(C)N(C(=O)C1=CSC=C1)CC (3-thiophenecarboxylic acid, N,N-diethylamide), CC(CC)[Li] (2-butyl lithium), C1CCCCC1 (cyclohexane), N,N,N',N'-tetramethylenediamine, solution, Cl[Si](C)(C)C (Chlorotrimethylsilane). Starting materials: Fc1cc(Br)c2ccn(-c3ccc(OCc4ccccc4)cc3)c2c1, CC(C)c1cc(C(C)C)c(-c2ccccc2P(C(C)(C)C)C(C)(C)C)c(C(C)C)c1, ClCCl, [K+], O=C(C=Cc1ccccc1)C=Cc1ccccc1, C1COCCO1, O=C(C=Cc1ccccc1)C=Cc1ccccc1, O=C(C=Cc1ccccc1)C=Cc1ccccc1, [OH-], O, P, [Pd], [Pd]. The product is Oc1cc(F)cc2c1ccn2-c1ccc(OCc2ccccc2)cc1. As a reaction SMILES: [Br:1][c:2]1[c:3]2[cH:4][cH:5][n:6](-[c:12]3[cH:13][cH:14][c:15]([O:18][CH2:19][c:20]4[cH:21][cH:22][cH:23][cH:24][cH:25]4)[cH:16][cH:17]3)[c:7]2[cH:8][c:9]([F:11])[cH:10]1.[CH3:29][C:30]([P:31]([C:32]([CH3:33])([CH3:34])[CH3:35])[c:36]1[cH:37][cH:38][cH:39][cH:40][c:41]1-[c:42]1[c:43]([CH:44]([CH3:45])[CH3:46])[cH:47][c:48]([CH:49]([CH3:50])[CH3:51])[cH:52][c:53]1[CH:54]([CH3:55])[CH3:56])([CH3:57])[CH3:58].[Cl:65][CH2:66][Cl:67].[K+:27].[O:107]=[C:108]([CH:109]=[CH:110][c:111]1[cH:112][cH:113][cH:114][cH:115][cH:116]1)[CH:117]=[CH:118][c:119]1[cH:120][cH:121][cH:122][cH:123][cH:124]1.[O:59]1[CH2:60][CH2:61][O:62][CH2:63][CH2:64]1.[O:71]=[C:72]([CH:73]=[CH:74][c:75]1[cH:76][cH:77][cH:78][cH:79][cH:80]1)[CH:81]=[CH:82][c:83]1[cH:84][cH:85][cH:86][cH:87][cH:88]1.[O:89]=[C:90]([CH:91]=[CH:92][c:93]1[cH:94][cH:95][cH:96][cH:97][cH:98]1)[CH:99]=[CH:100][c:101]1[cH:102][cH:103][cH:104][cH:105][cH:106]1.[OH-:26].[OH2:68].[PH3:28].[Pd:69].[Pd:70]>>[c:2]1([OH:26])[c:3]2[cH:4][cH:5][n:6](-[c:12]3[cH:13][cH:14][c:15]([O:18][CH2:19][c:20]4[cH:21][cH:22][cH:23][cH:24][cH:25]4)[cH:16][cH:17]3)[c:7]2[cH:8][c:9]([F:11])[cH:10]1.